This data is from the Open Reaction Database (ORD), a public repository of structured organic reaction records. The task is: describe an organic reaction: reactants, conditions, products, and yield The reactants are C(C)OC(=O)C=1NC2=CC(=CC(=C2C1\C=C\C(NC1=CC=CC=C1)=O)Cl)Cl ((E)-Ethyl-3-[2-(phenylcarbamoyl)ethenyl]-4,6-dichloroindole-2-carboxylate), C[Si](C)(C)[N-][Si](C)(C)C.[Na+] (sodium bis-(trimethylsilyl)amide), C[Si](C)(C)CCOCCl (Trimethylsilylethoxymethylchloride). The solvent is O (H2O), CN(C)C=O (DMF). Reaction conditions: time 30 minute. The product is C1(=CC=CC=C1)NC(=O)/C=C/C1=C(N(C2=CC(=CC(=C12)Cl)Cl)COCC[Si](C)(C)C)C(=O)OCC ((E)-Ethyl 3-[ 2-(phenylcarbamoyl)ethenyl]-1-(2-trimethylsilylethoxymethyl)-4,6-dichloroindole-2-carboxylate). The yield is 78.4%. Reaction SMILES: [CH2:1]([O:3][C:4]([C:6]1[NH:7][C:8]2[C:13]([C:14]=1/[CH:15]=[CH:16]/[C:17](=[O:25])[NH:18][C:19]1[CH:24]=[CH:23][CH:22]=[CH:21][CH:20]=1)=[C:12]([Cl:26])[CH:11]=[C:10]([Cl:27])[CH:9]=2)=[O:5])[CH3:2].C[Si]([N-][Si](C)(C)C)(C)C.[Na+].[CH3:38][Si:39]([CH2:42][CH2:43][O:44][CH2:45]Cl)([CH3:41])[CH3:40]>CN(C=O)C.O>[C:19]1([NH:18][C:17](/[CH:16]=[CH:15]/[C:14]2[C:13]3[C:8](=[CH:9][C:10]([Cl:27])=[CH:11][C:12]=3[Cl:26])[N:7]([CH2:45][O:44][CH2:43][CH2:42][Si:39]([CH3:41])([CH3:40])[CH3:38])[C:6]=2[C:4]([O:3][CH2:1][CH3:2])=[O:5])=[O:25])[CH:20]=[CH:21][CH:22]=[CH:23][CH:24]=1 |f:1.2|. Procedure details: To a cooled (0°) solution of (E)-Ethyl-3-[2-(phenylcarbamoyl)ethenyl]-4,6-dichloroindole-2-carboxylate (300 mg) in dry DMF (25 ml) a solution of sodium bis-(trimethylsilyl)amide (1M;0.0814 ml) was added dropwise. The resulting mixture was stirred at room temperature for 30 minutes then cooled to 0°. Trimethylsilylethoxymethylchloride (185 mg) was added, and the reaction was stirred for one hour at room temperature. The resulting solution was poured in H2O (20 ml) and extracted with diethylether ... Starting materials: C1CC(=O)N(C1=O)Br (NBS), CS(=O)(=O)C1=CC=C(C=C1)C=1N=CC(=NC1)N (5-(4-methylsulfonylphenyl)pyrazin-2-amine), O (water). Solvent: CN(C)C=O (DMF). Run at time 15 hour. Product: BrC=1C(=NC=C(N1)C1=CC=C(C=C1)S(=O)(=O)C)N (3-Bromo-5-(4-methylsulfonylphenyl)pyrazin-2-amine). Isolated yield 84.0%. RXN SMILES: C1C(=O)N([Br:8])C(=O)C1.[CH3:9][S:10]([C:13]1[CH:18]=[CH:17][C:16]([C:19]2[N:20]=[CH:21][C:22]([NH2:25])=[N:23][CH:24]=2)=[CH:15][CH:14]=1)(=[O:12])=[O:11].O>CN(C=O)C>[Br:8][C:21]1[C:22]([NH2:25])=[N:23][CH:24]=[C:19]([C:16]2[CH:15]=[CH:14][C:13]([S:10]([CH3:9])(=[O:11])=[O:12])=[CH:18][CH:17]=2)[N:20]=1. Procedure details: NBS (1.807 g, 10.15 mmol) was added to a stirred solution of 5-(4-methylsulfonylphenyl)pyrazin-2-amine (2.53 g, 10.15 mmol) in DMF (40 mL) and the reaction stirred at ambient temperature for 15 hours. The reaction mixture was added slowly to rapidly stirring water and the resultant precipitate was isolated by filtration and dried in vacuo to give the sub-title compound as a beige solid that was used without further purification (2.8 g, 84% Yield).